This data is from the Open Reaction Database (ORD), a public repository of structured organic reaction records. The task is: describe an organic reaction: reactants, conditions, products, and yield The reactants are ClC=1C(=C(C(=O)NCC23CC4CC(CC(C2)C4)C3)C=CC1)[N+](=O)[O-] (3-chloro-2-nitro-N-(tricyclo[3.3.1.13,7]dec-1-ylmethyl)-benzamide), N1(CCNCC1)C(=O)OC(C)(C)C (piperazine-1-carboxylic acid, tert-butyl ester). Run in CS(=O)C (dimethyl sulfoxide), O (water). Run at temperature 120 celsius. Product: [N+](=O)([O-])C1=C(C(=O)NCC23CC4CC(CC(C2)C4)C3)C=CC=C1N1CCNCC1 (2-Nitro-3-piperazin-1-yl-N-(tricyclo[3.3.1.13,7]dec-1-ylmethyl)-benzamide). The yield is 118.8%. Reaction SMILES: Cl[C:2]1[C:3]([N+:22]([O-:24])=[O:23])=[C:4]([CH:19]=[CH:20][CH:21]=1)[C:5]([NH:7][CH2:8][C:9]12[CH2:18][CH:13]3[CH2:14][CH:15]([CH2:17][CH:11]([CH2:12]3)[CH2:10]1)[CH2:16]2)=[O:6].[N:25]1(C(OC(C)(C)C)=O)[CH2:30][CH2:29][NH:28][CH2:27][CH2:26]1>CS(C)=O.O>[N+:22]([C:3]1[C:2]([N:25]2[CH2:30][CH2:29][NH:28][CH2:27][CH2:26]2)=[CH:21][CH:20]=[CH:19][C:4]=1[C:5]([NH:7][CH2:8][C:9]12[CH2:18][CH:13]3[CH2:12][CH:11]([CH2:17][CH:15]([CH2:14]3)[CH2:16]1)[CH2:10]2)=[O:6])([O-:24])=[O:23]. Reported procedure: A mixture of 3-chloro-2-nitro-N-(tricyclo[3.3.1.13,7]dec-1-ylmethyl)-benzamide (2.80 g, Example 1a) and piperazine-1-carboxylic acid, tert-butyl ester (7.47 g) in dry dimethyl sulfoxide (10 ml) was heated at 120° C. under a nitrogen atmosphere for 24 h. The cooled reaction mixture was diluted with water and extracted thrice with ethyl acetate. The combined extracts were washed with water, dried over sodium sulfate, filtered, and the filtrate concentrated under reduced pressure to give a solid. P... Starting materials: C(C)OC(=O)C1CN(CCC1=O)CC1=CC=CC=C1 (1-benzyl-4-oxo-piperidine-3-carboxylic acid ethyl ester), Cl.ClC=1C=C(C(=N)N)C=C(C1)Cl (3,5-dichloro-benzamidine hydrochloride). The product is C(C1=CC=CC=C1)N1CC2=C(N=C(N=C2O)C2=CC(=CC(=C2)Cl)Cl)CC1 (6-Benzyl-2-(3,5-dichloro-phenyl)-5,6,7,8-tetrahydro-pyrido[4,3-d]pyrimidin-4-ol). As a reaction SMILES: C(O[C:4]([CH:6]1[C:11](=O)[CH2:10][CH2:9][N:8]([CH2:13][C:14]2[CH:19]=[CH:18][CH:17]=[CH:16][CH:15]=2)[CH2:7]1)=[O:5])C.Cl.[Cl:21][C:22]1[CH:23]=[C:24]([CH:28]=[C:29]([Cl:31])[CH:30]=1)[C:25]([NH2:27])=[NH:26]>>[CH2:13]([N:8]1[CH2:9][CH2:10][C:11]2[N:27]=[C:25]([C:24]3[CH:28]=[C:29]([Cl:31])[CH:30]=[C:22]([Cl:21])[CH:23]=3)[N:26]=[C:4]([OH:5])[C:6]=2[CH2:7]1)[C:14]1[CH:15]=[CH:16][CH:17]=[CH:18][CH:19]=1 |f:1.2|. Procedure details: The title compound was prepared from 1-benzyl-4-oxo-piperidine-3-carboxylic acid ethyl ester and 3,5-dichloro-benzamidine hydrochloride according to general procedure 1. 1H NMR (DMSO-d6, 400 MHz) δ 2.70-2.90 (m, 4H), 3.20-3.50 (m, 4H), 3.70-3.90 (m, 2H), 7.10-7.50 (m, 6H), 7.83 (s, 1H), 8.12 (s, 2H), 12.70 (br s, 1H); MS: m/z (ESI) 386 (M+H). The reactants are [Cl-], [Na+], CCOC(=O)N=NC(=O)OCC, C1CCOC1, COc1ccccc1C(O)Cn1ccnc1, COC(=O)c1ccc(S)cc1, c1ccc(P(c2ccccc2)c2ccccc2)cc1. Yields the product COC(=O)c1ccc(SC(Cn2ccnc2)c2ccccc2OC)cc1. RXN SMILES: [Cl-:60].[Na+:59].[O:20]=[C:21]([O:22][CH2:23][CH3:24])[N:25]=[N:26][C:27]([O:28][CH2:29][CH3:30])=[O:31].[O:61]1[CH2:62][CH2:63][CH2:64][CH2:65]1.[OH:32][CH:33]([CH2:34][n:35]1[cH:36][n:37][cH:38][cH:39]1)[c:40]1[c:41]([O:46][CH3:47])[cH:42][cH:43][cH:44][cH:45]1.[SH:48][c:49]1[cH:50][cH:51][c:52]([C:53](=[O:54])[O:55][CH3:56])[cH:57][cH:58]1.[c:1]1([P:2]([c:3]2[cH:4][cH:5][cH:6][cH:7][cH:8]2)[c:9]2[cH:10][cH:11][cH:12][cH:13][cH:14]2)[cH:15][cH:16][cH:17][cH:18][cH:19]1>>[CH:33]([CH2:34][n:35]1[cH:36][n:37][cH:38][cH:39]1)([c:40]1[c:41]([O:46][CH3:47])[cH:42][cH:43][cH:44][cH:45]1)[S:48][c:49]1[cH:50][cH:51][c:52]([C:53](=[O:54])[O:55][CH3:56])[cH:57][cH:58]1. Starting materials: Cl.CS(=O)(=O)C1=CC=C(C=C1)C1=C(C2=CC=C(C=C2C=C1)OC)OC1=CC=C(OCCN2C=CC=CC=C2)C=C1 (1-(2-{4-[2-(4-Methanesulfonyl-phenyl)-6-methoxy-naphthalen-1-yloxy]-phenoxy}-ethyl)-azepine Hydrochloride), N1(C=CC=CC=C1)CCOC1=CC=C(OC2=C3C=CC(=CC3=CC=C2C2=CC=C(C=C2)S(=O)(=O)C)O)C=C1 (5-[4-(2-azepin-1-yl-ethoxy)-phenoxy]-6-(4-methanesulfonyl-phenyl)-naphthalen-2-ol), 15, Cl (HCl). Run in CCOCC (Et2O), ClCCl (dichloromethane). Product: Cl.N1(C=CC=CC=C1)CCOC1=CC=C(OC2=C3C=CC(=CC3=CC=C2C2=CC=C(C=C2)S(=O)(=O)C)O)C=C1 (5-[4-(2-Azepin-1-yl-ethoxy)-phenoxy]-6-(4-methanesulfonyl-phenyl)-naphthalen-2-ol Hydrochloride). Yield: 92.3%. As a reaction SMILES: [ClH:1].[CH3:2][S:3]([C:6]1[CH:11]=[CH:10][C:9]([C:12]2[CH:21]=[CH:20][C:19]3[C:14](=[CH:15][CH:16]=[C:17]([O:22]C)[CH:18]=3)[C:13]=2[O:24][C:25]2[CH:40]=[CH:39][C:28]([O:29][CH2:30][CH2:31][N:32]3[CH:38]=[CH:37][CH:36]=[CH:35][CH:34]=[CH:33]3)=[CH:27][CH:26]=2)=[CH:8][CH:7]=1)(=[O:5])=[O:4].N1(CCOC2C=CC(OC3C(C4C=CC(S(C)(=O)=O)=CC=4)=CC=C4C=3C=CC(O)=C4)=CC=2)C=CC=CC=C1.Cl>ClCCl.CCOCC>[ClH:1].[N:32]1([CH2:31][CH2:30][O:29][C:28]2[CH:27]=[CH:26][C:25]([O:24][C:13]3[C:12]([C:9]4[CH:10]=[CH:11][C:6]([S:3]([CH3:2])(=[O:4])=[O:5])=[CH:7][CH:8]=4)=[CH:21][CH:20]=[C:19]4[C:14]=3[CH:15]=[CH:16][C:17]([OH:22])=[CH:18]4)=[CH:40][CH:39]=2)[CH:38]=[CH:37][CH:36]=[CH:35][CH:34]=[CH:33]1 |f:0.1,6.7|. Reported procedure: Convert the compound of Example 60 (160 mg, 0.27 mmol) to 5-[4-(2-azepin-1-yl-ethoxy)-phenoxy]-6-(4-methanesulfonyl-phenyl)-naphthalen-2-ol using a procedure similar to Preparation 15 (85%). Dissolve the free base in dichloromethane, add 1N HCl in Et2O (0.250 mL) then concentrate to give 140 mg of the title compound. Mass spectrum (ion spray): m/z=532 (M+H). Reactants: ClC1=NN2C(C(=CC=C2)NC2=C(C=CC=C2)S(=O)(=O)C)=N1 ((2-chloro-[1,2,4]triazolo[1,5-a]pyridin-8-yl)-(2-methanesulfonyl-phenyl)-amine), C1(CCCCC1)P(C1=C(C=CC=C1)C1=C(C=CC=C1)P(C1CCCCC1)C1CCCCC1)C1CCCCC1 (2,2′-bis-dicyclohexylphosphanyl-biphenyl), CN1CCC(CC1)C1=CC=C(C=C1)N (4-(1-methyl-piperidin-4-yl)-phenylamine). Yields the product CS(=O)(=O)C1=C(C=CC=C1)NC=1C=2N(C=CC1)N=C(N2)NC2=CC=C(C=C2)C2CCN(CC2)C (N(8)-(2-Methanesulfonyl-phenyl)-N(2)-[4-(1-methyl-piperidin-4-yl)-phenyl]-[1,2,4]triazolo[1,5-a]pyridine-2,8-diamine), foam. Yield: 57.0%. RXN SMILES: Cl[C:2]1[N:21]=[C:5]2[C:6]([NH:10][C:11]3[CH:16]=[CH:15][CH:14]=[CH:13][C:12]=3[S:17]([CH3:20])(=[O:19])=[O:18])=[CH:7][CH:8]=[CH:9][N:4]2[N:3]=1.[CH3:22][N:23]1[CH2:28][CH2:27][CH:26]([C:29]2[CH:34]=[CH:33][C:32]([NH2:35])=[CH:31][CH:30]=2)[CH2:25][CH2:24]1.C1(P(C2CCCCC2)C2C=CC=CC=2C2C=CC=CC=2P(C2CCCCC2)C2CCCCC2)CCCCC1>>[CH3:20][S:17]([C:12]1[CH:13]=[CH:14][CH:15]=[CH:16][C:11]=1[NH:10][C:6]1[C:5]2[N:4]([N:3]=[C:2]([NH:35][C:32]3[CH:33]=[CH:34][C:29]([CH:26]4[CH2:25][CH2:24][N:23]([CH3:22])[CH2:28][CH2:27]4)=[CH:30][CH:31]=3)[N:21]=2)[CH:9]=[CH:8][CH:7]=1)(=[O:19])=[O:18]. Procedure: N(8)-(2-Methanesulfonyl-phenyl)-N(2)-[4-(1-methyl-piperidin-4-yl)-phenyl]-[1,2,4]triazolo[1,5-a]pyridine-2,8-diamine was prepared from (2-chloro-[1,2,4]triazolo[1,5-a]pyridin-8-yl)-(2-methanesulfonyl-phenyl)-amine (75.0 mg, 0.232 mmol) and ]-4-(1-methyl-piperidin-4-yl)-phenylamine (53.0 mg, 0.279 mmol) with 2,2′-bis-dicyclohexylphosphanyl-biphenyl (25.0 mg, 0.0457 mmol) as the ligand in a manner analogous to Example 2d. Product isolated as a tan foam (0.063 g, 57%). 1H NMR (400 MHz, CDCl3, δ, pp... Starting materials: C(C)OC(=O)C1=C(N(C(C(=C1Cl)C)=O)C)C#C[Si](C)(C)C (4-chloro-1,5-dimethyl-6-oxo-2-trimethylsilanylethynyl-1,6-dihydropyridine-3-carboxylic acid ethyl ester), HgSO4, OS(=O)(=O)O (H2SO4), CC(=O)C (acetone). Run in O (water). Product: C(C)OC(=O)C1=C(N(C(C(=C1Cl)C)=O)C)C(C)=O (2-acetyl-4-chloro-1,5-dimethyl-6-oxo-1,6-dihydropyridine-3-carboxylic acid ethyl ester). RXN SMILES: [CH2:1]([O:3][C:4]([C:6]1[C:11]([Cl:12])=[C:10]([CH3:13])[C:9](=[O:14])[N:8]([CH3:15])[C:7]=1[C:16]#[C:17][Si](C)(C)C)=[O:5])[CH3:2].[OH:22]S(O)(=O)=O.CC(C)=O>O>[CH2:1]([O:3][C:4]([C:6]1[C:11]([Cl:12])=[C:10]([CH3:13])[C:9](=[O:14])[N:8]([CH3:15])[C:7]=1[C:16](=[O:22])[CH3:17])=[O:5])[CH3:2]. Procedure: A mixture of 4-chloro-1,5-dimethyl-6-oxo-2-trimethylsilanylethynyl-1,6-dihydropyridine-3-carboxylic acid ethyl ester (1.00 equivalent), HgSO4 (1.00 equivalent) and H2SO4 (2.00 equivalents) in ˜6:1 acetone:water is refluxed for 3 hours. The reaction mixture is cooled to room temperature and concentrated under reduced pressure. The residue is diluted with a mixture of THF and ethyl acetate and washed with water and brine. The organic layer is dried (MgSO4) and concentrated under reduced pressure. ... Reactants: BrC(C(=O)NC1=NOC(=C1)C(C)(C)C)(C)C (2-bromo-N-(5-tert-butyl-isoxazol-3-yl)-2-methyl-propionamide), [Na+].CS(=O)(=O)C1=CC=C(C=C1)S(=O)[O-] (4-methanesulfonyl-benzenesulfinic acid sodium salt), Cl (HCl), N1=CC=CC=C1 (Pyridine). Run in CN(C)C=O (DMF). Reaction conditions: temperature 50 celsius, time 18 hour. Product: C(C)(C)(C)C1=CC(=NO1)NC(C(C)(C)S(=O)(=O)C1=CC=C(C=C1)S(=O)(=O)C)=O (N-(5-tert-butyl-isoxazol-3-yl)-2-(4-methanesulfonyl-benzenesulfonyl)-2-methyl-propionamide). Yield: 19.9%. RXN SMILES: Br[C:2]([CH3:16])([CH3:15])[C:3]([NH:5][C:6]1[CH:10]=[C:9]([C:11]([CH3:14])([CH3:13])[CH3:12])[O:8][N:7]=1)=[O:4].[Na+].[CH3:18][S:19]([C:22]1[CH:27]=[CH:26][C:25]([S:28]([O-:30])=[O:29])=[CH:24][CH:23]=1)(=[O:21])=[O:20].N1C=CC=CC=1.Cl>CN(C=O)C>[C:11]([C:9]1[O:8][N:7]=[C:6]([NH:5][C:3](=[O:4])[C:2]([S:28]([C:25]2[CH:24]=[CH:23][C:22]([S:19]([CH3:18])(=[O:21])=[O:20])=[CH:27][CH:26]=2)(=[O:30])=[O:29])([CH3:16])[CH3:15])[CH:10]=1)([CH3:14])([CH3:13])[CH3:12] |f:1.2|. Reported procedure: To a solution of 160 mg (0.55 mmol) of 2-bromo-N-(5-tert-butyl-isoxazol-3-yl)-2-methyl-propionamide in DMF (3 mL) were added 181 mg (0.71 mmol) of 4-methanesulfonyl-benzenesulfinic acid sodium salt in one portion. Pyridine (48 μL) was added and the reaction was stirred at 50° C. for 18 h. The mixture was acidified with 1M aqueous HCl solution (1 mL) and extracted with diethyl ether (3×3 mL). The combined organic layers were dried over Na2SO4 and the solvent removed under reduced pressure. The cr... Yields the product COCC(C)Oc1cc(Oc2ccc(S(C)(=O)=O)cc2)cc(-c2ccc(C3=NCCS3)[nH]2)c1. As a reaction SMILES: [CH3:36][O:37][CH2:38][CH:39]([O:40][c:41]1[cH:42][c:43](-[c:58]2[cH:59][cH:60][c:61]([C:63]([NH:65][CH2:66][CH2:67][S:68][C:64]([c:69]3[cH:70][cH:71][cH:72][cH:73][cH:74]3)([c:75]3[cH:76][cH:77][cH:78][cH:79][cH:80]3)[c:81]3[cH:82][cH:83][cH:84][cH:85][cH:86]3)=[O:87])[nH:62]2)[cH:44][c:45]([O:47][c:48]2[cH:49][cH:50][c:51]([S:54](=[O:55])(=[O:56])[CH3:57])[cH:52][cH:53]2)[cH:46]1)[CH3:88].[Cl:89][CH2:90][Cl:91].[F:21][C:22]([S:23]([O:24][S:25]([C:26]([F:27])([F:28])[F:29])(=[O:30])=[O:31])(=[O:32])=[O:33])([F:34])[F:35].[c:1]1([P:2](=[O:3])([c:4]2[cH:5][cH:6][cH:7][cH:8][cH:9]2)[c:10]2[cH:11][cH:12][cH:13][cH:14][cH:15]2)[cH:16][cH:17][cH:18][cH:19][cH:20]1>>[CH3:36][O:37][CH2:38][CH:39]([O:40][c:41]1[cH:42][c:43](-[c:58]2[cH:59][cH:60][c:61]([C:63]3=[N:65][CH2:66][CH2:67][S:68]3)[nH:62]2)[cH:44][c:45]([O:47][c:48]2[cH:49][cH:50][c:51]([S:54](=[O:55])(=[O:56])[CH3:57])[cH:52][cH:53]2)[cH:46]1)[CH3:88]. The reactants are COCC(C)Oc1cc(Oc2ccc(S(C)(=O)=O)cc2)cc(-c2ccc(C(=O)NCCSC(c3ccccc3)(c3ccccc3)c3ccccc3)[nH]2)c1, ClCCl, O=S(=O)(OS(=O)(=O)C(F)(F)F)C(F)(F)F, O=P(c1ccccc1)(c1ccccc1)c1ccccc1.